From a dataset of the Open Reaction Database (ORD), a public repository of structured organic reaction records. describe an organic reaction: reactants, conditions, products, and yield Reactants: CN1C(=CC(=C1C(=O)OCC)COC1=CC(=CC=C1)C)COC(C)(C)C (ethyl 1-methyl-2-(t-butoxymethyl)-4-(3-methylphenoxymethyl)pyrrole-5-carboxylate). The solvent is FC(C(=O)O)(F)F (trifluoroacetic acid). Conditions: time 30 minute. The product is CN1C(=CC(=C1C(=O)OCC)COC1=CC(=CC=C1)C)CO (ethyl 1-methyl-2-hydroxymethyl-4-(3-methylphenoxymethyl)pyrrole-5-carboxylate). RXN SMILES: [CH3:1][N:2]1[C:6]([C:7]([O:9][CH2:10][CH3:11])=[O:8])=[C:5]([CH2:12][O:13][C:14]2[CH:19]=[CH:18][CH:17]=[C:16]([CH3:20])[CH:15]=2)[CH:4]=[C:3]1[CH2:21][O:22]C(C)(C)C>FC(F)(F)C(O)=O>[CH3:1][N:2]1[C:6]([C:7]([O:9][CH2:10][CH3:11])=[O:8])=[C:5]([CH2:12][O:13][C:14]2[CH:19]=[CH:18][CH:17]=[C:16]([CH3:20])[CH:15]=2)[CH:4]=[C:3]1[CH2:21][OH:22]. Reported procedure: A solution of ethyl 1-methyl-2-(t-butoxymethyl)-4-(3-methylphenoxymethyl)pyrrole-5-carboxylate (3.82 g, 0.01 mol) is allowed to stand in trifluoroacetic acid (50 ml) at room temperature until all starting material is gone by TLC. The TFA is then removed in vacuo and the residue is stirred for 30 minutes with a saturated solution of sodium carbonate in 50% aqueous ethanol (200 ml). Saturated brine (250 ml) is then added, along with ethyl acetate (250 ml) and the layers are separated. The organic ... Yields the product NC=1C=C(C=CC1O)CC(C#N)OCC (3-(3-Amino-4-hydroxyphenyl)-2-ethoxypropanenitrile). Reported procedure: A solution of 3-(4-benzyloxy-3-nitrophenyl)-2-ethoxypropanenitrile (0.54 g, 1.7 mmol) in ethanol (25 ml) and acetic acid (75 ml) containing 10% palladium on carbon (0.40 g) was hydrogenated at 45 psi for 1 hour. The catalyst was filtered and the solution concentrated. The residue was treated with 5% sodium bicarbonate (100 ml) and extracted with ethyl acetate (3×100 ml). The combined extracts were washed with water (2×100 ml) and brine (100 ml), dried over sodium sulfate and concentrated. The pr... Conditions: time 1 hour. The reagents and catalysts are [Pd] (palladium on carbon). As a reaction SMILES: C([O:8][C:9]1[CH:14]=[CH:13][C:12]([CH2:15][CH:16]([O:19][CH2:20][CH3:21])[C:17]#[N:18])=[CH:11][C:10]=1[N+:22]([O-])=O)C1C=CC=CC=1>C(O)C.C(O)(=O)C.[Pd]>[NH2:22][C:10]1[CH:11]=[C:12]([CH2:15][CH:16]([O:19][CH2:20][CH3:21])[C:17]#[N:18])[CH:13]=[CH:14][C:9]=1[OH:8]. Starting materials: C(C1=CC=CC=C1)OC1=C(C=C(C=C1)CC(C#N)OCC)[N+](=O)[O-] (3-(4-benzyloxy-3-nitrophenyl)-2-ethoxypropanenitrile). Run in C(C)O (ethanol), C(C)(=O)O (acetic acid). Isolated yield 57.0%.